The task is: describe an organic reaction: reactants, conditions, products, and yield. This data is from the Open Reaction Database (ORD), a public repository of structured organic reaction records. RXN SMILES: [C:3]([CH3:4])(=[O:5])[c:6]1[n:7][c:8]([CH2:11][O:12][S:13]([CH3:14])(=[O:15])=[O:16])[o:9][cH:10]1.[CH:25]([N:26]([CH2:27][CH3:28])[CH:29]([CH3:30])[CH3:31])([CH3:32])[CH3:33].[N+:17](=[O:18])([O-:19])[c:20]1[n:21][nH:22][n:23][cH:24]1.[N:1]#[N:2].[O:34]=[CH:35][N:36]([CH3:37])[CH3:38].[OH2:39]>>[C:3]([CH3:4])(=[O:5])[c:6]1[n:7][c:8]([CH2:11][n:22]2[n:21][c:20]([N+:17](=[O:18])[O-:19])[cH:24][n:23]2)[o:9][cH:10]1. Product: CC(=O)c1coc(Cn2ncc([N+](=O)[O-])n2)n1. The reactants are CC(=O)c1coc(COS(C)(=O)=O)n1, CCN(C(C)C)C(C)C, O=[N+]([O-])c1cn[nH]n1, N#N, CN(C)C=O, O.